This data is from the Open Reaction Database (ORD), a public repository of structured organic reaction records. The task is: describe an organic reaction: reactants, conditions, products, and yield Starting materials: O=C([O-])[O-], C1COCCO1, OB(O)c1cc(Cl)ccc1F, [Cs+], [Cs+], CC1C(c2cc(C(F)(F)F)cc(C(F)(F)F)c2)OC(=O)N1Cc1nccnc1OS(=O)(=O)C(F)(F)F. The product is CC1C(c2cc(C(F)(F)F)cc(C(F)(F)F)c2)OC(=O)N1Cc1nccnc1-c1cc(Cl)ccc1F. Reaction SMILES: [C:48](=[O:49])([O-:50])[O-:51].[CH2:54]1[O:55][CH2:56][CH2:57][O:58][CH2:59]1.[Cl:37][c:38]1[cH:39][cH:40][c:41]([F:47])[c:42]([B:44]([OH:45])[OH:46])[cH:43]1.[Cs+:52].[Cs+:53].[F:1][C:2]([F:3])([F:4])[S:5]([O:6][c:7]1[n:8][cH:9][cH:10][n:11][c:12]1[CH2:13][N:14]1[C:15](=[O:34])[O:16][CH:17]([c:20]2[cH:21][c:22]([C:30]([F:31])([F:32])[F:33])[cH:23][c:24]([C:26]([F:27])([F:28])[F:29])[cH:25]2)[CH:18]1[CH3:19])(=[O:35])=[O:36]>>[c:7]1(-[c:42]2[c:41]([F:47])[cH:40][cH:39][c:38]([Cl:37])[cH:43]2)[n:8][cH:9][cH:10][n:11][c:12]1[CH2:13][N:14]1[C:15](=[O:34])[O:16][CH:17]([c:20]2[cH:21][c:22]([C:30]([F:31])([F:32])[F:33])[cH:23][c:24]([C:26]([F:27])([F:28])[F:29])[cH:25]2)[CH:18]1[CH3:19]. Reaction SMILES: [I-].[C:2]1([C:8]2[C:17]3[C:12](=[CH:13][CH:14]=[CH:15][CH:16]=3)[CH2:11][CH2:10][N+:9]=2[CH3:18])[CH:7]=[CH:6][CH:5]=[CH:4][CH:3]=1.[CH2:19](OCC)C.C[Mg]Br.[Cl-].[NH4+]>O1CCCC1.C(OCC)(=O)C>[CH3:19][C:8]1([C:2]2[CH:3]=[CH:4][CH:5]=[CH:6][CH:7]=2)[C:17]2[C:12](=[CH:13][CH:14]=[CH:15][CH:16]=2)[CH2:11][CH2:10][N:9]1[CH3:18] |f:0.1,4.5|. Solvent: C(C)(=O)OCC (ethyl acetate), O1CCCC1 (tetrahydrofuran). Product: CC1(N(CCC2=CC=CC=C12)C)C1=CC=CC=C1 (1,2-dimethyl-1-phenyl-1,2,3,4-tetrahydroisoquinoline). Procedure details: To a suspension of 1-phenyl-2-methyl-3,4-dihydroisoquinolinium iodide (1.0 g) in tetrahydrofuran (15 ml) was added 3M diethyl ether solution of methyl magnesium bromide (1.9 ml) with stirring at room temperature. After stirring for 30 minutes, the mixture was poured into saturated ammonium chloride aqueous solution and ethyl acetate. The organic layer was washed with water, sodium chloride aqueous solution and dried over magnesium sulfate, and evaporated in vacuo. The residue was recrystallized ... The reactants are [Cl-].[NH4+] (ammonium chloride), C(C)OCC (diethyl ether), C[Mg]Br (methyl magnesium bromide), [I-].C1(=CC=CC=C1)C1=[N+](CCC2=CC=CC=C12)C (1-phenyl-2-methyl-3,4-dihydroisoquinolinium iodide). Reactants: O=Cc1cc(Br)ccc1F, CO, Cl, [Na+], [OH-], OO. Yields the product O=C(O)c1cc(Br)ccc1F. RXN SMILES: [Br:1][c:2]1[cH:3][cH:4][c:5]([F:10])[c:6]([CH:7]=[O:8])[cH:9]1.[CH3:16][OH:17].[ClH:15].[Na+:12].[OH-:11].[OH:13][OH:14]>>[Br:1][c:2]1[cH:3][cH:4][c:5]([F:10])[c:6]([C:7](=[O:8])[OH:11])[cH:9]1. Product: Cn1ccc([N+](=O)[O-])c1. The reactants are CCCCCC, CCOC(C)=O, [H-], [H][H], CI, O=[N+]([O-])c1cc[nH]c1, [Na+], CN(C)C=O, O. Reaction SMILES: [CH3:15][CH2:16][CH2:17][CH2:18][CH2:19][CH3:20].[CH3:26][CH2:27][O:28][C:29]([CH3:30])=[O:31].[H-:1].[H:13][H:14].[I:11][CH3:12].[N+:3](=[O:4])([O-:5])[c:6]1[cH:7][nH:8][cH:9][cH:10]1.[Na+:2].[O:21]=[CH:22][N:23]([CH3:24])[CH3:25].[OH2:32]>>[N+:3](=[O:4])([O-:5])[c:6]1[cH:7][n:8]([CH3:12])[cH:9][cH:10]1. Starting materials: CCOC(=O)C(=O)OCC, CC[O-], CCOCC, CCO, Cc1nc(Cl)ccc1[N+](=O)[O-], [K+]. The product is CCOC(=O)C(=O)Cc1nc(Cl)ccc1[N+](=O)[O-]. Reaction SMILES: [C:5]([C:6]([O:8][CH2:7][CH3:9])=[O:10])(=[O:11])[O:12][CH2:13][CH3:14].[CH3:1][CH2:2][O-:3].[CH3:26][CH2:27][O:28][CH2:29][CH3:30].[CH3:31][CH2:32][OH:33].[Cl:15][c:16]1[n:17][c:18]([CH3:25])[c:19]([N+:22](=[O:23])[O-:24])[cH:20][cH:21]1.[K+:4]>>[C:5]([C:6](=[O:8])[CH2:25][c:18]1[n:17][c:16]([Cl:15])[cH:21][cH:20][c:19]1[N+:22](=[O:23])[O-:24])(=[O:11])[O:12][CH2:13][CH3:14]. The reactants are ClC1=C(C=C(C(=O)O)C=C1)S(=O)(=O)N1CCOCC1 (4-chloro-3-morpholinosulfonylbenzoic acid), CN1CCNCC1 (N-methylpiperazine), Cl (HCl). The solvent is O (water). Run at time 3 day. The product is CN1CCN(CC1)C1=C(C=C(C(=O)O)C=C1)S(=O)(=O)N1CCOCC1 (4-(4-Methylpiperazine-1-yl)-3-morpholinosulfonylbenzoic acid). RXN SMILES: Cl[C:2]1[CH:10]=[CH:9][C:5]([C:6]([OH:8])=[O:7])=[CH:4][C:3]=1[S:11]([N:14]1[CH2:19][CH2:18][O:17][CH2:16][CH2:15]1)(=[O:13])=[O:12].[CH3:20][N:21]1[CH2:26][CH2:25][NH:24][CH2:23][CH2:22]1.Cl>O>[CH3:20][N:21]1[CH2:26][CH2:25][N:24]([C:2]2[CH:10]=[CH:9][C:5]([C:6]([OH:8])=[O:7])=[CH:4][C:3]=2[S:11]([N:14]2[CH2:19][CH2:18][O:17][CH2:16][CH2:15]2)(=[O:13])=[O:12])[CH2:23][CH2:22]1. Reported procedure: 273 Grams of 4-chloro-3-morpholinosulfonylbenzoic acid (1.0 mole) were heated under reflux for 5 hours with 0.5 l of N-methylpiperazine. Subsequently the excess base was completely eliminated in vacuo, the residue was dissolved in 2 l of water, and the pH value of the solution was adjusted to 8 by means of 5N HCl. After standing for 3 days at room temperature, the crystalline precipitate was suction-filtered and was recrystallized from water.